This data is from the Open Reaction Database (ORD), a public repository of structured organic reaction records. The task is: describe an organic reaction: reactants, conditions, products, and yield Reactants: 16.4, CN1C(CC(CC1(C)C)O)(C)C (1,2,2,6,6-pentamethylpiperidin-4-ol), CN=C=O (methyl isocyanate), N12CCN(CC1)CC2 (1,4-diazabicyclo[2,2,2]octane), C1=CC=CC=C1 (benzene). The solvent is O (water). Run at time 24 hour. Yields the product 14.2, CNC(=O)OC1CC(N(C(C1)(C)C)C)(C)C (4-methylcarbamoyloxy-1,2,2,6,6-pentamethylpiperidine). Reaction SMILES: [CH3:1][N:2]1[C:7]([CH3:9])([CH3:8])[CH2:6][CH:5]([OH:10])[CH2:4][C:3]1([CH3:12])[CH3:11].[CH3:13][N:14]=[C:15]=[O:16].N12CCN(CC1)CC2.C1C=CC=CC=1>O>[CH3:13][NH:14][C:15]([O:10][CH:5]1[CH2:6][C:7]([CH3:8])([CH3:9])[N:2]([CH3:1])[C:3]([CH3:12])([CH3:11])[CH2:4]1)=[O:16]. Procedure: A mixture of 16.4 parts of 1,2,2,6,6-pentamethylpiperidin-4-ol, 6.27 parts of methyl isocyanate and 0.5 parts of 1,4-diazabicyclo[2,2,2]octane was refluxed in 150 parts of dry benzene for 24 hours. Removal of the benzene solvent by distillation under reduced pressure yielded an oily solid which was poured on to 200 parts of water and allowed to stand for 24 hours. The solid formed was collected by filtration, dried and crystallised from n-hexane to give 14.2 parts of 4-methylcarbamoyloxy-1,2,2,6... Starting materials: C[Si](C)(CCCc1nnc(N)nc1O)c1ccccc1, S=P12SP3(=S)SP(=S)(S1)SP(=S)(S2)S3, c1ccncc1. Yields the product C[Si](C)(CCCc1nnc(N)nc1S)c1ccccc1. Reaction SMILES: [NH2:1][c:2]1[n:3][n:4][c:5]([CH2:9][CH2:10][CH2:11][Si:12]([CH3:13])([c:14]2[cH:15][cH:16][cH:17][cH:18][cH:19]2)[CH3:20])[c:6]([OH:8])[n:7]1.[P:21]12(=[S:22])[S:23][P:24]3(=[S:34])[S:25][P:26](=[S:32])([S:27][P:28](=[S:31])([S:29]3)[S:30]1)[S:33]2.[cH:35]1[cH:36][cH:37][n:38][cH:39][cH:40]1>>[NH2:1][c:2]1[n:3][n:4][c:5]([CH2:9][CH2:10][CH2:11][Si:12]([CH3:13])([c:14]2[cH:15][cH:16][cH:17][cH:18][cH:19]2)[CH3:20])[c:6]([SH:22])[n:7]1. The reactants are ClC1=C(O[C@H](C(=O)OC)C)C=C(C=C1)C ((S)-methyl 2-(2-chloro-5-methylphenoxy)propanoate), C1CC(=O)N(C1=O)Br (NBS), CC(C)(C#N)N=NC(C)(C)C#N (AIBN). Solvent: C(Cl)(Cl)(Cl)Cl (CCl4). The product is BrCC=1C=CC(=C(O[C@H](C(=O)OC)C)C1)Cl ((S)-Methyl 2-(5-(bromomethyl)-2-chlorophenoxy)propanoate). RXN SMILES: [Cl:1][C:2]1[CH:14]=[CH:13][C:12]([CH3:15])=[CH:11][C:3]=1[O:4][C@@H:5]([CH3:10])[C:6]([O:8][CH3:9])=[O:7].C1C(=O)N([Br:23])C(=O)C1.CC(N=NC(C#N)(C)C)(C#N)C>C(Cl)(Cl)(Cl)Cl>[Br:23][CH2:15][C:12]1[CH:13]=[CH:14][C:2]([Cl:1])=[C:3]([CH:11]=1)[O:4][C@@H:5]([CH3:10])[C:6]([O:8][CH3:9])=[O:7]. Procedure details: To (S)-methyl 2-(2-chloro-5-methylphenoxy)propanoate (2.4 g, 10.5 mmol) in CCl4 (20 mL) was added NBS (1.92 g, 11.55 mmol) and AIBN (0.35 g, 2.1 mmol). The mixture was refluxed overnight. The reaction mixture was cooled and the solvent was removed to obtain the crude. The crude was purified by flash chromatography (AcOEt/Hexane 0˜30%) to obtain the title compound. The reactants are BrC1=CC(=C(C(=O)O)C=C1)Cl (4-bromo-2-chloro-benzoic acid), CN(C=O)C (N,N-dimethylformamide), S(=O)(Cl)Cl (thionyl chloride). Run in CCCCCC (hexane). Yields the product BrC1=CC(=C(C(=O)Cl)C=C1)Cl (4-bromo-2-chloro-benzoylchloride). Yield: 99.0%. Reaction SMILES: [Br:1][C:2]1[CH:10]=[CH:9][C:5]([C:6](O)=[O:7])=[C:4]([Cl:11])[CH:3]=1.CN(C)C=O.S(Cl)([Cl:19])=O>CCCCCC>[Br:1][C:2]1[CH:10]=[CH:9][C:5]([C:6]([Cl:19])=[O:7])=[C:4]([Cl:11])[CH:3]=1. Procedure: 13bk) 49.4 g of 4-bromo-2-chloro-benzoic acid were suspended in 60 ml of hexane, treated with 0.2 ml of N,N-dimethylformamide and 18.5 ml of thionyl chloride and boiled at reflux under argon for 15 hrs. The resulting solution was cooled to room temperature, filtered, evaporated and the residue was again evaporated with 60 ml of toluene. There were obtained 53 g (99%) of 4-bromo-2-chloro-benzoylchloride as a crude oil which crystallized upon standing, but which was used directly in the next step ... The reactants are N(=[N+]=[N-])CC[C@@]1(CCN(C(O1)=O)[C@@H](C)C(C)(C)C)C1=CC=C(C=C1)F ((S)-6-(2-azidoethyl)-3-((S)-3,3-dimethylbutan-2-yl)-6-(4-fluorophenyl)-1,3-oxazinan-2-one), C1=CC=C(C=C1)P(C2=CC=CC=C2)C3=CC=CC=C3 (PPh3). The solvent is C1CCOC1 (THF), O (H2O). Yields the product NCC[C@@]1(CCN(C(O1)=O)[C@@H](C)C(C)(C)C)C1=CC=C(C=C1)F ((R)-6-(2-aminoethyl)-3-((S)-3,3-dimethylbutan-2-yl)-6-(4-fluorophenyl)-1,3-oxazinan-2-one). The yield is 70.9%. RXN SMILES: [N:1]([CH2:4][CH2:5][C@@:6]1([C:19]2[CH:24]=[CH:23][C:22]([F:25])=[CH:21][CH:20]=2)[O:11][C:10](=[O:12])[N:9]([C@H:13]([C:15]([CH3:18])([CH3:17])[CH3:16])[CH3:14])[CH2:8][CH2:7]1)=[N+]=[N-].C1C=CC(P(C2C=CC=CC=2)C2C=CC=CC=2)=CC=1>C1COCC1.O>[NH2:1][CH2:4][CH2:5][C@@:6]1([C:19]2[CH:24]=[CH:23][C:22]([F:25])=[CH:21][CH:20]=2)[O:11][C:10](=[O:12])[N:9]([C@H:13]([C:15]([CH3:18])([CH3:16])[CH3:17])[CH3:14])[CH2:8][CH2:7]1. Procedure: To a solution of (S)-6-(2-azidoethyl)-3-((S)-3,3-dimethylbutan-2-yl)-6-(4-fluorophenyl)-1,3-oxazinan-2-one (219 mg, 0.63 mmol) in THF (5 mL) and H2O (0.25 mL) was added PPh3 (198 mg, 0.76 mmol), and the mixture was refluxed for 2 h. The solution was concentrated, and the residue was purified by preparative TLC to afford (R)-6-(2-aminoethyl)-3-((S)-3,3-dimethylbutan-2-yl)-6-(4-fluorophenyl)-1,3-oxazinan-2-one (144 mg, 71%). 1H NMR (CDCl3): 0.61-0.69 (s, 9H), 1.02-1.08 (d, 3H), 1.98-2.14 (m, 3H), ...